Dataset: the Open Reaction Database (ORD), a public repository of structured organic reaction records. Task: describe an organic reaction: reactants, conditions, products, and yield Product: FC1=CC=C(C=C1)C1=CC=C(C=C1)C(C)=NOCCOC1=CC=C(C=C1)CC(C(=O)OCC)OC1=CC=C(C=C1)F (Ethyl 3-[4-[2-[[1-(4′-fluoro-4-biphenylyl)ethylidene]aminoxy]ethoxy]phenyl]-2-(4-fluorophenoxy)propionate). Procedure details: The target compound (1.45 g) was obtained as a white powder by carrying out the reaction and the post-treatment according to Reference example 2 using ethyl 2-(4-fluorophenoxy)-3-(4-hydroxyphenyl)propionate (1.8 g) obtained from Reference example 25(b), sodium hydride (55%, 271 mg), and 2-[[1-(4′-fluoro-4-biphenylyl)ethylidene]aminoxy]ethyl methanesulfonate (2.14 g) obtained from Reference example 26(b). As a reaction SMILES: [F:1][C:2]1[CH:22]=[CH:21][C:5]([O:6][CH:7]([CH2:13][C:14]2[CH:19]=[CH:18][C:17]([OH:20])=[CH:16][CH:15]=2)[C:8]([O:10][CH2:11][CH3:12])=[O:9])=[CH:4][CH:3]=1.[H-].[Na+].CS(O[CH2:30][CH2:31][O:32][N:33]=[C:34]([C:36]1[CH:41]=[CH:40][C:39]([C:42]2[CH:47]=[CH:46][C:45]([F:48])=[CH:44][CH:43]=2)=[CH:38][CH:37]=1)[CH3:35])(=O)=O>>[F:48][C:45]1[CH:44]=[CH:43][C:42]([C:39]2[CH:40]=[CH:41][C:36]([C:34](=[N:33][O:32][CH2:31][CH2:30][O:20][C:17]3[CH:16]=[CH:15][C:14]([CH2:13][CH:7]([O:6][C:5]4[CH:21]=[CH:22][C:2]([F:1])=[CH:3][CH:4]=4)[C:8]([O:10][CH2:11][CH3:12])=[O:9])=[CH:19][CH:18]=3)[CH3:35])=[CH:37][CH:38]=2)=[CH:47][CH:46]=1 |f:1.2|. Starting materials: compound, CS(=O)(=O)OCCON=C(C)C1=CC=C(C=C1)C1=CC=C(C=C1)F (2-[[1-(4′-fluoro-4-biphenylyl)ethylidene]aminoxy]ethyl methanesulfonate), FC1=CC=C(OC(C(=O)OCC)CC2=CC=C(C=C2)O)C=C1 (ethyl 2-(4-fluorophenoxy)-3-(4-hydroxyphenyl)propionate), [H-].[Na+] (sodium hydride).